Dataset: the Open Reaction Database (ORD), a public repository of structured organic reaction records. Task: describe an organic reaction: reactants, conditions, products, and yield The reactants are O=S(=O)(Cl)c1ccc(Cl)cc1, Nc1ccc2c(Cl)cccc2n1, O, c1ccncc1. Product: O=S(=O)(Nc1ccc2c(Cl)cccc2n1)c1ccc(Cl)cc1. Reaction SMILES: [Cl:7][c:8]1[cH:9][cH:10][c:11]([S:14](=[O:15])(=[O:16])[Cl:17])[cH:12][cH:13]1.[NH2:18][c:19]1[n:20][c:21]2[cH:22][cH:23][cH:24][c:25]([Cl:29])[c:26]2[cH:27][cH:28]1.[OH2:30].[cH:1]1[cH:2][cH:3][n:4][cH:5][cH:6]1>>[Cl:7][c:8]1[cH:9][cH:10][c:11]([S:14](=[O:15])(=[O:16])[NH:18][c:19]2[n:20][c:21]3[cH:22][cH:23][cH:24][c:25]([Cl:29])[c:26]3[cH:27][cH:28]2)[cH:12][cH:13]1. Starting materials: Cc1noc(C)c1-c1ccc2c(O)ccnc2c1, CCC(=O)O, O=[N+]([O-])O. Yields the product Cc1noc(C)c1-c1ccc2c(O)c([N+](=O)[O-])cnc2c1. Reaction SMILES: [CH3:1][c:2]1[n:3][o:4][c:5]([CH3:18])[c:6]1-[c:7]1[cH:8][cH:9][c:10]2[c:11]([OH:17])[cH:12][cH:13][n:14][c:15]2[cH:16]1.[CH3:23][CH2:24][C:25](=[O:26])[OH:27].[OH:19][N+:20]([O-:21])=[O:22]>>[CH3:1][c:2]1[n:3][o:4][c:5]([CH3:18])[c:6]1-[c:7]1[cH:8][cH:9][c:10]2[c:11]([OH:17])[c:12]([N+:20](=[O:19])[O-:21])[cH:13][n:14][c:15]2[cH:16]1.